Dataset: the Open Reaction Database (ORD), a public repository of structured organic reaction records. Task: describe an organic reaction: reactants, conditions, products, and yield Yields the product O=c1cc(OCc2ccsc2)ccn1CCc1ccc(CO)cc1. Reactants: BrCc1ccsc1, O=C([O-])[O-], [K+], [K+], CN(C)C=O, O=c1cc(O)ccn1CCc1ccc(CO)cc1. As a reaction SMILES: [Br:19][CH2:20][c:21]1[cH:22][s:23][cH:24][cH:25]1.[C:26](=[O:27])([O-:28])[O-:29].[K+:30].[K+:31].[O:32]=[CH:33][N:34]([CH3:35])[CH3:36].[OH:1][c:2]1[cH:3][c:4](=[O:18])[n:5]([CH2:8][CH2:9][c:10]2[cH:11][cH:12][c:13]([CH2:16][OH:17])[cH:14][cH:15]2)[cH:6][cH:7]1>>[O:1]([c:2]1[cH:3][c:4](=[O:18])[n:5]([CH2:8][CH2:9][c:10]2[cH:11][cH:12][c:13]([CH2:16][OH:17])[cH:14][cH:15]2)[cH:6][cH:7]1)[CH2:20][c:21]1[cH:22][s:23][cH:24][cH:25]1.